Dataset: the Open Reaction Database (ORD), a public repository of structured organic reaction records. Task: describe an organic reaction: reactants, conditions, products, and yield Starting materials: CN(C1=CC=C(C(=O)O)C=C1)C (p-dimethylaminobenzoic acid), C(C(=O)Cl)(=O)Cl (oxalylchloride). Solvent: C1(=CC=CC=C1)C (toluene). Conditions: time 15 minute. Yields the product CN(C)C1=CC=C(C(=O)Cl)C=C1 (p-N,N-dimethylaminobenzoyl chloride). As a reaction SMILES: [CH3:1][N:2]([CH3:12])[C:3]1[CH:11]=[CH:10][C:6]([C:7](O)=[O:8])=[CH:5][CH:4]=1.C(Cl)(=O)C([Cl:16])=O>C1(C)C=CC=CC=1>[CH3:1][N:2]([C:3]1[CH:11]=[CH:10][C:6]([C:7]([Cl:16])=[O:8])=[CH:5][CH:4]=1)[CH3:12]. Procedure details: In a round bottom flask fitted with a reflux condenser is placed 4 g of p-dimethylaminobenzoic acid and 8 ml of oxalylchloride. The evolution of gas starts immediately and the spontaneous reaction is run at room temperature for 15 minutes. 8 ml of toluene is added and and the mixture is heated to gentle reflux for one hour. The reaction mixture is then distilled to dryness under reduced pressure to produce a blue-green solid which is washed with ether and dried on a watch glass. Starting materials: 1-(2-morpholin-1-yl-ethyl)-1H-indazol-4-ylamine, C(C)(C)(C)OC(=O)NCC(=O)O (tert-butoxycarbonylamino-acetic acid), Cl.C(C)N=C=NC(CC)(C)C (ethyldimethylpropylcarbodiimide hydrochloride), ON1N=NC2=C1C=CC=C2 (N-hydroxybenzotriazole), CN1CCOCC1 (N-methyl morpholine), CN(C)C=O (DMF). Conditions: time 6 hour. Yields the product C(C)(C)(C)OC(NCC(NC1=C2C=NN(C2=CC=C1)CCN1CCOCC1)=O)=O ({[1-(2-morpholin-4-yl-ethyl)-1H-indazol-4-ylcarbamoyl]-methyl}-carbamic acid tert-butyl ester). As a reaction SMILES: [C:1]([O:5][C:6]([NH:8][CH2:9][C:10]([OH:12])=O)=[O:7])([CH3:4])([CH3:3])[CH3:2].Cl.C(N=[C:17]=[N:18][C:19]([CH3:23])(C)[CH2:20][CH3:21])C.ON1C2C=CC=[CH:33][C:28]=2[N:27]=N1.[CH3:34][N:35]1[CH2:40][CH2:39][O:38][CH2:37][CH2:36]1.[CH3:41][N:42](C=O)C>>[C:1]([O:5][C:6](=[O:7])[NH:8][CH2:9][C:10](=[O:12])[NH:27][C:28]1[CH:33]=[CH:21][CH:20]=[C:19]2[C:23]=1[CH:41]=[N:42][N:18]2[CH2:17][CH2:34][N:35]1[CH2:40][CH2:39][O:38][CH2:37][CH2:36]1)([CH3:2])([CH3:3])[CH3:4] |f:1.2|. Reported procedure: A mixture of 1-(2-morpholin-1-yl-ethyl)-1H-indazol-4-ylamine (0.150 g, 0.609 mmol), tert-butoxycarbonylamino-acetic acid (0.109 g, 0.548 mmol), ethyldimethylpropylcarbodiimide hydrochloride (0.126 g, 0.660 mmol), N-hydroxybenzotriazole (0.0884 g, 0.657 mmol) and N-methyl morpholine (0.150 mL, 1.33 mmol) in 3.6 mL of DMF was stirred at room temperature for 6 hours. The mixture was concentrated under reduced pressure and the residue purified by flash chromatography to provide the title compound. 1... Reactants: CO, Cl, CCOC(=O)c1nc(-c2cccc(-c3cc(F)ccc3OCC(F)(F)C(F)(F)C(F)(F)F)c2)n[nH]1, [Na+], [OH-]. Yields the product O=C(O)c1nc(-c2cccc(-c3cc(F)ccc3OCC(F)(F)C(F)(F)C(F)(F)F)c2)n[nH]1. Reaction SMILES: [CH3:39][OH:40].[ClH:38].[F:1][c:2]1[cH:3][cH:4][c:5]([O:24][CH2:25][C:26]([C:27]([C:28]([F:29])([F:30])[F:31])([F:32])[F:33])([F:34])[F:35])[c:6](-[c:8]2[cH:9][c:10](-[c:14]3[n:15][c:16]([C:19](=[O:20])[O:21][CH2:22][CH3:23])[nH:17][n:18]3)[cH:11][cH:12][cH:13]2)[cH:7]1.[Na+:37].[OH-:36]>>[F:1][c:2]1[cH:3][cH:4][c:5]([O:24][CH2:25][C:26]([C:27]([C:28]([F:29])([F:30])[F:31])([F:32])[F:33])([F:34])[F:35])[c:6](-[c:8]2[cH:9][c:10](-[c:14]3[n:15][c:16]([C:19](=[O:20])[OH:21])[nH:17][n:18]3)[cH:11][cH:12][cH:13]2)[cH:7]1. Starting materials: O=C1C(CCC1)C(=O)OCC1=CC=CC=C1 (benzyl 2-oxocyclopentanecarboxylate), [H-].[K+] (potassium hydride), ClCC=1C=NC=CC1 (3-(chloromethyl)-pyridine). Run in C1CCOC1 (THF), C1CCOC1 (THF). Reaction conditions: temperature -78 celsius. The product is O=C1C(CCC1)(C(=O)OCC1=CC=CC=C1)CC=1C=NC=CC1 (Benzyl 2-oxo-1-(3-pyridylmethyl)cyclopentanecarboxylate). RXN SMILES: [H-].[K+].[O:3]=[C:4]1[CH2:8][CH2:7][CH2:6][CH:5]1[C:9]([O:11][CH2:12][C:13]1[CH:18]=[CH:17][CH:16]=[CH:15][CH:14]=1)=[O:10].Cl[CH2:20][C:21]1[CH:22]=[N:23][CH:24]=[CH:25][CH:26]=1>C1COCC1>[O:3]=[C:4]1[CH2:8][CH2:7][CH2:6][C:5]1([CH2:20][C:21]1[CH:22]=[N:23][CH:24]=[CH:25][CH:26]=1)[C:9]([O:11][CH2:12][C:13]1[CH:18]=[CH:17][CH:16]=[CH:15][CH:14]=1)=[O:10] |f:0.1|. Procedure: In a 1-liter three-necked flask provided with magnetic stirring and a condenser, under an inert nitrogen atmosphere, potassium hydride 32% (25 g; 200 mmoles; 1.1 eq.) is suspended in anhydrous THF (200 mL). The reaction mixture is cooled to −78° C. and then benzyl 2-oxocyclopentanecarboxylate (39.7 g; 182 mmoles) is added dropwise whilst keeping the temperature below −78° C. The reaction mixture is stirred for 1 hour at ambient temperature. A solution of 3-(chloromethyl)-pyridine base (38.7 g; 2... The reactants are C1CCC2=CC(=CC=C12)S(=O)(=O)Cl (2,3-dihydro-1H-indene-5-sulfonyl chloride), NC1=C(SC=C1)C(=O)OC (methyl 3-aminothiophene-2-carboxylate), N1=CC=CC=C1 (pyridine). Run in ClCCl (dichloromethane). Reaction conditions: time 24 hour. Yields the product C1CCC2=CC(=CC=C12)S(=O)(=O)NC1=C(SC=C1)C(=O)OC (Methyl 3-(2,3-dihydro-1H-indene-5-sulfonamido)thiophene-2-carboxylate). Yield: 46.8%. As a reaction SMILES: [CH2:1]1[C:9]2[C:4](=[CH:5][C:6]([S:10](Cl)(=[O:12])=[O:11])=[CH:7][CH:8]=2)[CH2:3][CH2:2]1.[NH2:14][C:15]1[CH:19]=[CH:18][S:17][C:16]=1[C:20]([O:22][CH3:23])=[O:21].N1C=CC=CC=1>ClCCl>[CH2:1]1[C:9]2[C:4](=[CH:5][C:6]([S:10]([NH:14][C:15]3[CH:19]=[CH:18][S:17][C:16]=3[C:20]([O:22][CH3:23])=[O:21])(=[O:12])=[O:11])=[CH:7][CH:8]=2)[CH2:3][CH2:2]1. Procedure details: To a solution of 2,3-dihydro-1H-indene-5-sulfonyl chloride (0.5 g; 2.3 mmol) in dichloromethane (5 mL) at room temperature, methyl 3-aminothiophene-2-carboxylate (0.3 g; 1.9 mmol) was added followed by pyridine (0.32 g; 4.0 mmol) and then stirred at room temperature under a nitrogen atmosphere for 24 hours. The reaction mixture was concentrated under reduced pressure and then taken up in ethyl acetate (50 mL) and extracted with water. The aqueous layer separated and extracted with ethyl acetate ...